Dataset: the Open Reaction Database (ORD), a public repository of structured organic reaction records. Task: describe an organic reaction: reactants, conditions, products, and yield Reactants: C(C)(C)(C)[Si](OCCN(CCCCOC1=CC2=C(C(=NS2)C2=CC=C(C=C2)C#CCN(C)C)C=C1)CC)(C)C ((3-{4-[6-(4-{[2-(tert-Butyl-dimethyl-silanyloxy)-ethyl]-ethyl-amino}-butoxy)-benzo[d]isothiazol-3-yl]-phenyl}-prop-2-ynyl)-dimethyl-amine), [N+](CCCC)(CCCC)(CCCC)CCCC.[F-] (Bu4NF). Run in C1CCOC1 (THF), C1CCOC1 (THF). The product is CN(CC#CC1=CC=C(C=C1)C1=NSC2=C1C=CC(=C2)OCCCCN(CCO)CC)C (2-[(4-{3-[4-(3-Dimethylamino-prop-1-ynyl)-phenyl]-benzo[d]isothiazol-6-yloxy}-butyl)-ethyl-amino]-ethanol). Yield: 66.1%. RXN SMILES: C([Si](C)(C)[O:6][CH2:7][CH2:8][N:9]([CH2:36][CH3:37])[CH2:10][CH2:11][CH2:12][CH2:13][O:14][C:15]1[CH:35]=[CH:34][C:18]2[C:19]([C:22]3[CH:27]=[CH:26][C:25]([C:28]#[C:29][CH2:30][N:31]([CH3:33])[CH3:32])=[CH:24][CH:23]=3)=[N:20][S:21][C:17]=2[CH:16]=1)(C)(C)C.[N+](CCCC)(CCCC)(CCCC)CCCC.[F-]>C1COCC1>[CH3:33][N:31]([CH3:32])[CH2:30][C:29]#[C:28][C:25]1[CH:26]=[CH:27][C:22]([C:19]2[C:18]3[CH:34]=[CH:35][C:15]([O:14][CH2:13][CH2:12][CH2:11][CH2:10][N:9]([CH2:36][CH3:37])[CH2:8][CH2:7][OH:6])=[CH:16][C:17]=3[S:21][N:20]=2)=[CH:23][CH:24]=1 |f:1.2|. Reported procedure: 350 mg (0.62 mmol) (3-{4-[6-(4-{[2-(tert-Butyl-dimethyl-silanyloxy)-ethyl]-ethyl-amino}-butoxy)-benzo[d]isothiazol-3-yl]-phenyl}-prop-2-ynyl)-dimethyl-amine in 5 ml THF were treated with 0.92 ml 1M Bu4NF in THF at RT for 1 h. The solution was concentrated and the residue was purified by column chromatography on silica gel to give 185 mg (66%) 2-[(4-{3-[4-(3-Dimethylamino-prop-1-ynyl)-phenyl]-benzo[d]isothiazol-6-yloxy}-butyl)-ethyl-amino]-ethanol as light brown oil, MS: 452 (MH+).